The task is: describe an organic reaction: reactants, conditions, products, and yield. This data is from the Open Reaction Database (ORD), a public repository of structured organic reaction records. Starting materials: C1COCCN1, CCN=C=NCCCN(C)C, O=C(O)c1cc([N+](=O)[O-])cc(C(F)(F)F)c1, CN(C)C=O, Oc1cccc2[nH]nnc12. Yields the product O=C(c1cc([N+](=O)[O-])cc(C(F)(F)F)c1)N1CCOCC1. RXN SMILES: [CH2:38]1[CH2:39][O:40][CH2:41][CH2:42][NH:43]1.[CH3:27][CH2:28][N:29]=[C:30]=[N:31][CH2:32][CH2:33][CH2:34][N:35]([CH3:36])[CH3:37].[N+:1](=[O:2])([O-:3])[c:4]1[cH:5][c:6]([C:7](=[O:8])[OH:9])[cH:10][c:11]([C:13]([F:14])([F:15])[F:16])[cH:12]1.[O:44]=[CH:45][N:46]([CH3:47])[CH3:48].[OH:17][c:18]1[c:19]2[n:20][n:21][nH:22][c:23]2[cH:24][cH:25][cH:26]1>>[N+:1](=[O:2])([O-:3])[c:4]1[cH:5][c:6]([C:7](=[O:9])[N:43]2[CH2:38][CH2:39][O:40][CH2:41][CH2:42]2)[cH:10][c:11]([C:13]([F:14])([F:15])[F:16])[cH:12]1.